Dataset: the Open Reaction Database (ORD), a public repository of structured organic reaction records. Task: describe an organic reaction: reactants, conditions, products, and yield Reactants: CCOC(=O)CCCCBr, O=C([O-])O, CNc1ccccc1, [Na+]. Yields the product CCOC(=O)CCCCN(C)c1ccccc1. Reaction SMILES: [Br:9][CH2:10][CH2:11][CH2:12][CH2:13][C:14](=[O:15])[O:16][CH2:17][CH3:18].[C:19](=[O:20])([OH:21])[O-:22].[CH3:1][NH:2][c:3]1[cH:4][cH:5][cH:6][cH:7][cH:8]1.[Na+:23]>>[CH3:1][N:2]([c:3]1[cH:4][cH:5][cH:6][cH:7][cH:8]1)[CH2:10][CH2:11][CH2:12][CH2:13][C:14](=[O:15])[O:16][CH2:17][CH3:18]. The reactants are ClCC#N (Chloroacetonitrile), ClC=1C=C(N)C=CC1Cl (3,4-dichloroaniline). The solvent is C(Cl)Cl (methylene chloride). Conditions: time 2 hour. Product: ClC=1C=C(NCC#N)C=CC1Cl (3,4-dichloroanilinoacetonitrile). Yield: 30.0%. RXN SMILES: Cl[CH2:2][C:3]#[N:4].[Cl:5][C:6]1[CH:7]=[C:8]([CH:10]=[CH:11][C:12]=1[Cl:13])[NH2:9]>C(Cl)Cl>[Cl:5][C:6]1[CH:7]=[C:8]([CH:10]=[CH:11][C:12]=1[Cl:13])[NH:9][CH2:2][C:3]#[N:4]. Reported procedure: Chloroacetonitrile (45.3 grams (g)) and 97.2 g of 3,4-dichloroaniline were heated with stirring in a 250 milliliter (ml) round-bottomed three-necked flask at about 120°-125° C. for 2 hours. The reaction mixture was cooled, then diluted with methylene chloride and then filtered to remove the 3,4-dichloroaniline hydrochloride (52.4 g) which had formed. The filtrate was concentrated to dryness under vacuum, leaving a black gummy residue that crystallized on cooling. The residue was put in solution ... Run in CO (methanol). Isolated yield 44.3%. Starting materials: O1C(CCCC1)ONC(=O)[C@@H](C\C=C\C1=CC=CC=C1)[C@H](C(=O)NN1C(N(CC1=O)C)=O)CC(C)C ((E)-2(R)-[1(S)-[(tetrahydro-2(RS)-pyranyloxy)carbamoyl]-4-phenyl-3-butenyl]-4-methyl-N-(3-methyl-2,5-dioxo-1-imidazolidinyl)valeramide), O.C1(=CC=C(C=C1)S(=O)(=O)O)C (p-toluenesulphonic acid monohydrate). Reaction conditions: time 2.5 hour. Reported procedure: A solution of 0.133 g of (E)-2(R)-[1(S)-[(tetrahydro-2(RS)-pyranyloxy)carbamoyl]-4-phenyl-3-butenyl]-4-methyl-N-(3-methyl-2,5-dioxo-1-imidazolidinyl)valeramide in 5 ml of methanol was treated with 0.014 g of p-toluenesulphonic acid monohydrate. The mixture was stirred for 2.5 hours at room temperature and then evaporated. The residue was dissolved in ethyl acetate and washed with 5% aqueous sodium hydrogen carbonate. The organic layer was dried over anhydrous magnesium sulphate and evaporated. T... Yields the product ONC(=O)[C@@H](C\C=C\C1=CC=CC=C1)[C@H](C(=O)NN1C(N(CC1=O)C)=O)CC(C)C ((E)-2(R)-[1(S)-(Hydroxycarbamoyl)-4-phenyl-3-butenyl]-4-methyl-N-(3-methyl-2,5-dioxo-1-imidazolidinyl)valeramide). RXN SMILES: O1CCCCC1[O:7][NH:8][C:9]([C@H:11]([C@@H:21]([CH2:33][CH:34]([CH3:36])[CH3:35])[C:22]([NH:24][N:25]1[C:29](=[O:30])[CH2:28][N:27]([CH3:31])[C:26]1=[O:32])=[O:23])[CH2:12]/[CH:13]=[CH:14]/[C:15]1[CH:20]=[CH:19][CH:18]=[CH:17][CH:16]=1)=[O:10].O.C1(C)C=CC(S(O)(=O)=O)=CC=1>CO>[OH:7][NH:8][C:9]([C@H:11]([C@@H:21]([CH2:33][CH:34]([CH3:36])[CH3:35])[C:22]([NH:24][N:25]1[C:29](=[O:30])[CH2:28][N:27]([CH3:31])[C:26]1=[O:32])=[O:23])[CH2:12]/[CH:13]=[CH:14]/[C:15]1[CH:16]=[CH:17][CH:18]=[CH:19][CH:20]=1)=[O:10] |f:1.2|. Reactants: CC=1SC=CC1CCN (methyl thiophene-3-ethylamine), C1C(C2=CC=CC=C2)O1 (styrene oxide), C(C)#N (acetonitrile). Yields the product OC(CN(CCC1=CSC=C1)C)C1=CC=CC=C1 (N-(2-hydroxy-2-phenylethyl) N-methyl thiophene-3-ethylamine). RXN SMILES: C[C:2]1[S:3][CH:4]=[CH:5][C:6]=1[CH2:7][CH2:8][NH2:9].[CH2:10]1[O:18][CH:11]1[C:12]1[CH:17]=[CH:16][CH:15]=[CH:14][CH:13]=1.[C:19](#N)C>>[OH:18][CH:11]([C:12]1[CH:17]=[CH:16][CH:15]=[CH:14][CH:13]=1)[CH2:10][N:9]([CH3:19])[CH2:8][CH2:7][C:6]1[CH:5]=[CH:4][S:3][CH:2]=1. Procedure: A solution of methyl thiophene-3-ethylamine (3.3 g) and styrene oxide (1.8 ml) in acetonitrile (17 ml) was heated under reflux for 24 hours. The mixture was evaporated and the residual oil chromatographed on silica eluting with 2% methanol in dichloromethane to give the title product as an oil. The reactants are C(C)OC(=O)C=1OC2=C(C1C)C(=CC=C2)NS(=O)(=O)CC (4-ethanesulfonylamino-3-methyl-benzofuran-2-carboxylic acid ethyl ester), IC (iodomethane). Yields the product C(C)OC(=O)C=1OC2=C(C1C)C(=CC=C2)N(C)S(=O)(=O)CC (4-(ethanesulfonyl-methyl-amino)-3-methyl-benzofuran-2-carboxylic acid ethyl ester). Reaction SMILES: [CH2:1]([O:3][C:4]([C:6]1[O:7][C:8]2[CH:15]=[CH:14][CH:13]=[C:12]([NH:16][S:17]([CH2:20][CH3:21])(=[O:19])=[O:18])[C:9]=2[C:10]=1[CH3:11])=[O:5])[CH3:2].I[CH3:23]>>[CH2:1]([O:3][C:4]([C:6]1[O:7][C:8]2[CH:15]=[CH:14][CH:13]=[C:12]([N:16]([S:17]([CH2:20][CH3:21])(=[O:18])=[O:19])[CH3:23])[C:9]=2[C:10]=1[CH3:11])=[O:5])[CH3:2]. Procedure: 4-Ethanesulfonylamino-3-methyl-benzofuran-2-carboxylic acid ethyl ester (prepared according to Example 68, Step 1) was alkylated with iodomethane according to Example 60, Step 2, to give 4-(ethanesulfonyl-methyl-amino)-3-methyl-benzofuran-2-carboxylic acid ethyl ester. 1H NMR (400 MHz, DMSO-d6) δ ppm 1.3 (m, 9 H) 2.7 (s, 3 H) 3.3 (s, 2 H) 4.4 (q, J=7.1 Hz, 2 H) 7.5 (dd, J=7.7, 0.9 Hz, 1 H) 7.6 (m, 1 H) 7.7 (m, 1 H). Starting materials: C(C)(=O)O[BH-](OC(C)=O)OC(C)=O.[Na+] (sodium triacetoxyborohydride), COC([C@H]1N(CC(C1)=O)C(=O)OC(C)(C)C)=O (N-t-butoxycarbonyl-4-oxo-L-proline methyl ester), N1CCCC1 (pyrrolidine), CC(=O)OCC1=C2C=CC=CC2=C(C3=CC=CC=C31)COC(=O)C (acetic). Run in C(Cl)Cl (CH2Cl2). Run at time 2 hour. Yields the product COC(=O)C1CC(CN1C(=O)OC(C)(C)C)N1CCCC1 ([1,3′]Bipyrrolidinyl-1′,5′-dicarboxylic acid 1′-tert-butyl ester 5′-methyl ester). The yield is 83.8%. Reaction SMILES: [CH3:1][O:2][C:3](=[O:17])[C@@H:4]1[CH2:8][C:7](=O)[CH2:6][N:5]1[C:10]([O:12][C:13]([CH3:16])([CH3:15])[CH3:14])=[O:11].[NH:18]1[CH2:22][CH2:21][CH2:20][CH2:19]1.CC(OCC1C2C(=CC=CC=2)C(COC(C)=O)=C2C=1C=CC=C2)=O.C(O[BH-](OC(=O)C)OC(=O)C)(=O)C.[Na+]>C(Cl)Cl>[CH3:1][O:2][C:3]([CH:4]1[N:5]([C:10]([O:12][C:13]([CH3:16])([CH3:15])[CH3:14])=[O:11])[CH2:6][CH:7]([N:18]2[CH2:22][CH2:21][CH2:20][CH2:19]2)[CH2:8]1)=[O:17] |f:3.4|. Procedure: To a solution of N-t-butoxycarbonyl-4-oxo-L-proline methyl ester (1.0 g, 4 mmol) (J. Org. Chem. 2001, 10, 3593), pyrrolidine (0.4 ml, 5 mmol), acetic add (0.3 ml, 5 mmol) in CH2Cl2 (20 ml) was added sodium triacetoxyborohydride (1.0 g, 5 mmol) and the mixture stirred for 2 h. After which time it was washed with saturated sodium hydrogen carbonate, dried (Na2SO4) and concentrated. Flash column chromatography (EtOAc:MeOH 95:5) afforded the title compound (1.0 g, 81%) as a yellow oil. Reaction SMILES: [CH3:29][N:30]([CH3:31])[P:32]([N:33]([CH3:34])[CH3:35])([N:36]([CH3:37])[CH3:38])=[O:39].[CH3:45][N:46]([P:47]([N:48]([CH3:49])[CH3:50])([N:51]([CH3:52])[CH3:53])=[O:54])[CH3:55].[CH3:9][O:10][C:11]([CH2:12][c:13]1[cH:14][c:15]([F:20])[c:16]([F:19])[cH:17][cH:18]1)=[O:21].[CH:1]([N-:2][CH:3]([CH3:4])[CH3:5])([CH3:6])[CH3:7].[I:22][CH2:23][CH:24]1[CH2:25][CH2:26][CH2:27][CH2:28]1.[Li+:8].[O:40]1[CH2:41][CH2:42][CH2:43][CH2:44]1>>[CH3:9][O:10][C:11]([CH:12]([c:13]1[cH:14][c:15]([F:20])[c:16]([F:19])[cH:17][cH:18]1)[CH2:23][CH:24]1[CH2:25][CH2:26][CH2:27][CH2:28]1)=[O:21]. The reactants are CN(C)P(=O)(N(C)C)N(C)C, CN(C)P(=O)(N(C)C)N(C)C, COC(=O)Cc1ccc(F)c(F)c1, CC(C)[N-]C(C)C, ICC1CCCC1, [Li+], C1CCOC1. Yields the product COC(=O)C(CC1CCCC1)c1ccc(F)c(F)c1. The reactants are 20a, NN1C(=CC=C1C)C(=O)NC1=CC=CC=C1 (1-amino-5-methyl-N-phenyl-1H-pyrrole-2-carboxamide), C(C)(C)(C)OC(=O)N[C@H](C(=O)O)C ((S)-2-(tert-butoxycarbonylamino)propanoic acid). Yields the product CC=1N(C(=CC1)C(NC1=CC=CC=C1)=O)NC([C@H](C)NC(OC(C)(C)C)=O)=O ((S)-tert-Butyl 1-(2-methyl-5-(phenylcarbamoyl)-1H-pyrrol-1-ylamino)-1-oxopropan-2-ylcarbamate). Yield: 73.1%. RXN SMILES: [NH2:1][N:2]1[C:6]([CH3:7])=[CH:5][CH:4]=[C:3]1[C:8]([NH:10][C:11]1[CH:16]=[CH:15][CH:14]=[CH:13][CH:12]=1)=[O:9].[C:17]([O:21][C:22]([NH:24][C@@H:25]([CH3:29])[C:26](O)=[O:27])=[O:23])([CH3:20])([CH3:19])[CH3:18]>>[CH3:7][C:6]1[N:2]([NH:1][C:26](=[O:27])[C@@H:25]([NH:24][C:22](=[O:23])[O:21][C:17]([CH3:19])([CH3:18])[CH3:20])[CH3:29])[C:3]([C:8](=[O:9])[NH:10][C:11]2[CH:12]=[CH:13][CH:14]=[CH:15][CH:16]=2)=[CH:4][CH:5]=1. Procedure: The title compound was prepared following the experimental procedure described in preparation 20a from 380 mg (1.77 mmol) of 1-amino-5-methyl-N-phenyl-1H-pyrrole-2-carboxamide and 334 mg (1.77 mmol) of (S)-2-(tert-butoxycarbonylamino)propanoic acid (purchased from Aldrich). The crude product was purified by flash chromatography in hexane/ethyl acetate to afford 500 mg (59% yield) of the title compound. The reagents and catalysts are C=1C=CC(=CC1)/C=C/C(=O)/C=C/C2=CC=CC=C2.C=1C=CC(=CC1)/C=C/C(=O)/C=C/C2=CC=CC=C2.C=1C=CC(=CC1)/C=C/C(=O)/C=C/C2=CC=CC=C2.[Pd].[Pd] (Pd2 dba3), CC1(C2=C(C(=CC=C2)P(C3=CC=CC=C3)C4=CC=CC=C4)OC5=C(C=CC=C51)P(C6=CC=CC=C6)C7=CC=CC=C7)C (Xantphos). Procedure details: A solution of 2-fluoro-4-trimethylsilanyl-phenylamine (1.2 g, 6.5 mmol) in toluene (20 mL) was added to a mixture of 4-bromo-indazole-1,5-dicarboxylic acid di-tert-butyl ester (2.0 g, 5.0 mmol), Pd2 dba3 (114 mg, 2.5 mol %), Xantphos (144 mg, 5 mol %) and potassium phosphate tribasic (1.49 g, 7 mmol) under nitrogen. The atmosphere was evacuated and back-filled with nitrogen and then the reaction mixture heated at 90° C. for 18 hours. The cooled reaction mixture was diluted with ethyl acetate, fi... The reactants are FC1=C(C=CC(=C1)[Si](C)(C)C)N (2-fluoro-4-trimethylsilanyl-phenylamine), C(C)(C)(C)OC(=O)N1N=CC2=C(C(=CC=C12)C(=O)OC(C)(C)C)Br (4-bromo-indazole-1,5-dicarboxylic acid di-tert-butyl ester), [O-]P(=O)([O-])[O-].[K+].[K+].[K+] (potassium phosphate tribasic). The solvent is C(C)(=O)OCC (ethyl acetate), C1(=CC=CC=C1)C (toluene). RXN SMILES: [F:1][C:2]1[CH:7]=[C:6]([Si:8]([CH3:11])([CH3:10])[CH3:9])[CH:5]=[CH:4][C:3]=1[NH2:12].[C:13]([O:17][C:18]([N:20]1[C:28]2[C:23](=[C:24](Br)[C:25]([C:29]([O:31][C:32]([CH3:35])([CH3:34])[CH3:33])=[O:30])=[CH:26][CH:27]=2)[CH:22]=[N:21]1)=[O:19])([CH3:16])([CH3:15])[CH3:14].[O-]P([O-])([O-])=O.[K+].[K+].[K+]>C1(C)C=CC=CC=1.C(OCC)(=O)C.C1C=CC(/C=C/C(/C=C/C2C=CC=CC=2)=O)=CC=1.C1C=CC(/C=C/C(/C=C/C2C=CC=CC=2)=O)=CC=1.C1C=CC(/C=C/C(/C=C/C2C=CC=CC=2)=O)=CC=1.[Pd].[Pd].CC1(C)C2C(=C(P(C3C=CC=CC=3)C3C=CC=CC=3)C=CC=2)OC2C(P(C3C=CC=CC=3)C3C=CC=CC=3)=CC=CC1=2>[C:13]([O:17][C:18]([N:20]1[C:28]2[C:23](=[C:24]([NH:12][C:3]3[CH:4]=[CH:5][C:6]([Si:8]([CH3:9])([CH3:11])[CH3:10])=[CH:7][C:2]=3[F:1])[C:25]([C:29]([O:31][C:32]([CH3:35])([CH3:34])[CH3:33])=[O:30])=[CH:26][CH:27]=2)[CH:22]=[N:21]1)=[O:19])([CH3:16])([CH3:15])[CH3:14] |f:2.3.4.5,8.9.10.11.12|. Run at temperature 90 celsius. Product: C(C)(C)(C)OC(=O)N1N=CC2=C(C(=CC=C12)C(=O)OC(C)(C)C)NC1=C(C=C(C=C1)[Si](C)(C)C)F (4-(2-Fluoro-4-trimethylsilanyl-phenylamino)-indazole 1,5-dicarboxylic acid di-tert-butyl ester). The yield is 76.1%.